From a dataset of the Open Reaction Database (ORD), a public repository of structured organic reaction records. describe an organic reaction: reactants, conditions, products, and yield Starting materials: BrC1=CSC2=C1C=CC=C2 (3-bromobenzothiophene), C([O-])([O-])=O.[Cs+].[Cs+] (cesium carbonate), C(C#C)OC1OCCCC1 (2-(2-propynyloxy)tetrahydropyran), C1(CCCCC1)P(C1=C(C=CC=C1)C1=C(C=C(C=C1C(C)C)C(C)C)C(C)C)C1CCCCC1 (2-dicyclohexylphosphino-2′,4′,6′-triisopropylbiphenyl). Reagents/catalysts: CC#N.CC#N.Cl[Pd]Cl (bis(acetonitrile)palladium(II) dichloride). The solvent is [Cl-].[Na+].O (brine), C(C)#N (acetonitrile). Reaction conditions: temperature 90 celsius, time 11 hour. Product: S1C=C(C2=C1C=CC=C2)C#CCOC2OCCCC2 (1-(3-benzothienyl)-3-(tetrahydro-2H-pyran-2-yloxy)-1-propyne). RXN SMILES: Br[C:2]1[C:6]2[CH:7]=[CH:8][CH:9]=[CH:10][C:5]=2[S:4][CH:3]=1.C(=O)([O-])[O-].[Cs+].[Cs+].[CH2:17]([O:20][CH:21]1[CH2:26][CH2:25][CH2:24][CH2:23][O:22]1)[C:18]#[CH:19].C1(P(C2CCCCC2)C2C=CC=CC=2C2C(C(C)C)=CC(C(C)C)=CC=2C(C)C)CCCCC1>[Cl-].[Na+].O.CC#N.CC#N.Cl[Pd]Cl.C(#N)C>[S:4]1[C:5]2[CH:10]=[CH:9][CH:8]=[CH:7][C:6]=2[C:2]([C:19]#[C:18][CH2:17][O:20][CH:21]2[CH2:26][CH2:25][CH2:24][CH2:23][O:22]2)=[CH:3]1 |f:1.2.3,6.7.8,9.10.11|. Reported procedure: A mixture of 3-bromobenzothiophene(5.00 g), cesium carbonate (20.0 g), 2-(2-propynyloxy)tetrahydropyran (4.96 ml), 2-dicyclohexylphosphino-2′,4′,6′-triisopropylbiphenyl (672 mg), bis(acetonitrile)palladium(II) dichloride (122 mg) and acetonitrile (100 ml) was stirred at 90° C. for 11 hr. The reaction mixture was added to brine, and the mixture was extracted with ethyl acetate, washed with saturated brine, and dried over anhydrous magnesium sulfate. The solvent was evaporated under reduced pressu... Reactants: CO, ClC(Cl)Cl, [K+], O=Cc1cccc([N+](=O)[O-])c1, CN(C)C=O, [OH-]. Product: O=[N+]([O-])c1cccc(C(O)C(Cl)(Cl)Cl)c1. Reaction SMILES: [CH3:23][OH:24].[CH:12]([Cl:13])([Cl:14])[Cl:15].[K+:17].[N+:1](=[O:2])([O-:3])[c:4]1[cH:5][c:6]([CH:7]=[O:8])[cH:9][cH:10][cH:11]1.[O:18]=[CH:19][N:20]([CH3:21])[CH3:22].[OH-:16]>>[N+:1](=[O:2])([O-:3])[c:4]1[cH:5][c:6]([CH:7]([OH:8])[C:12]([Cl:13])([Cl:14])[Cl:15])[cH:9][cH:10][cH:11]1. Reported procedure: A solution of 3,4,5-trimethoxybenzoyl chloride (2.2 g;) in dry benzene (25 ml) and a solution of 1-[1-(aminomethyl)cyclohexyl]-4-methyl piperazine (2.0g;) in dry benzene (25 ml) were mixed and heated under reflux for 1 hr. The solid which formed was filtered, washed with benzene and was recrystallised from isopropanol-ether to give 1-[1-(3,4,5-trimethoxybenzamidomethyl)cyclohexyl]-4-methyl piperazine hydrochloride (1.9 g., 45.4%) m.p. 208°-9°C. The yield is 45.4%. The solvent is C1=CC=CC=C1 (benzene), C1=CC=CC=C1 (benzene). Product: Cl.COC=1C=C(C(=O)NCC2(CCCCC2)N2CCN(CC2)C)C=C(C1OC)OC (1-[1-(3,4,5-trimethoxybenzamidomethyl)cyclohexyl]-4-methyl piperazine hydrochloride). Reactants: COC=1C=C(C(=O)Cl)C=C(C1OC)OC (3,4,5-trimethoxybenzoyl chloride), NCC1(CCCCC1)N1CCN(CC1)C (1-[1-(aminomethyl)cyclohexyl]-4-methyl piperazine). RXN SMILES: [CH3:1][O:2][C:3]1[CH:4]=[C:5]([CH:9]=[C:10]([O:14][CH3:15])[C:11]=1[O:12][CH3:13])[C:6]([Cl:8])=[O:7].[NH2:16][CH2:17][C:18]1([N:24]2[CH2:29][CH2:28][N:27]([CH3:30])[CH2:26][CH2:25]2)[CH2:23][CH2:22][CH2:21][CH2:20][CH2:19]1>C1C=CC=CC=1>[ClH:8].[CH3:1][O:2][C:3]1[CH:4]=[C:5]([CH:9]=[C:10]([O:14][CH3:15])[C:11]=1[O:12][CH3:13])[C:6]([NH:16][CH2:17][C:18]1([N:24]2[CH2:25][CH2:26][N:27]([CH3:30])[CH2:28][CH2:29]2)[CH2:23][CH2:22][CH2:21][CH2:20][CH2:19]1)=[O:7] |f:3.4|. Starting materials: CCn1c2cc(C)ccc2c2c3ccccc3ccc21, CC1OC(c2ccccc2)OCC1(C)[N+](=O)[O-], ClCCl. Yields the product CCn1c2cc(C=O)ccc2c2c3ccccc3ccc21. As a reaction SMILES: [CH2:1]([CH3:2])[n:3]1[c:4]2[cH:5][c:6]([CH3:20])[cH:7][cH:8][c:9]2[c:10]2[c:11]3[c:12]([cH:13][cH:14][c:15]12)[cH:16][cH:17][cH:18][cH:19]3.[CH3:21][CH:22]1[O:23][CH:31]([c:32]2[cH:33][cH:34][cH:35][cH:36][cH:37]2)[O:30][CH2:29][C:24]1([CH3:25])[N+:26]([O-:27])=[O:28].[Cl:38][CH2:39][Cl:40]>>[CH2:1]([CH3:2])[n:3]1[c:4]2[cH:5][c:6]([CH:20]=[O:23])[cH:7][cH:8][c:9]2[c:10]2[c:11]3[c:12]([cH:13][cH:14][c:15]12)[cH:16][cH:17][cH:18][cH:19]3. Starting materials: [N+](=O)(O)[O-] (nitric acid), FC1=C(C=CC=C1)[C@]1(N=C(CS([C@H]2COC[C@H]12)(=O)=O)N)C ((3aR,8S,8aS)-rel-8-(2-fluoro-phenyl)-8-methyl-4,4-dioxo-3,3a,4,5,8,8a-hexahydro-1H-2-oxa-4λ6-thia-7-aza-azulen-6-ylamine), FC(C(=O)O)(F)F (trifluoroacetic acid), [OH-].[Na+] (sodium hydroxide), S(O)(O)(=O)=O (Sulfuric acid), [N+](=O)(O)[O-] (nitric acid), ice water. Reaction conditions: temperature 0 celsius, time 1 hour. Yields the product FC1=C(C=C(C=C1)[N+](=O)[O-])[C@]1(N=C(CS([C@H]2COC[C@H]12)(=O)=O)N)C ((3aR,8S,8aS)-rel-8-(2-fluoro-5-nitro-phenyl)-8-methyl-4,4-dioxo-3,3a,4,5,8,8a-hexahydro-1H-2-oxa-4λ6-thia-7-aza-azulen-6-ylamine). RXN SMILES: [F:1][C:2]1[CH:7]=[CH:6][CH:5]=[CH:4][C:3]=1[C@:8]1([CH3:21])[C@@H:17]2[C@H:13]([CH2:14][O:15][CH2:16]2)[S:12](=[O:19])(=[O:18])[CH2:11][C:10]([NH2:20])=[N:9]1.FC(F)(F)C(O)=O.S(=O)(=O)(O)O.[N+:34]([O-])([OH:36])=[O:35].[OH-].[Na+]>>[F:1][C:2]1[CH:7]=[CH:6][C:5]([N+:34]([O-:36])=[O:35])=[CH:4][C:3]=1[C@:8]1([CH3:21])[C@@H:17]2[C@H:13]([CH2:14][O:15][CH2:16]2)[S:12](=[O:18])(=[O:19])[CH2:11][C:10]([NH2:20])=[N:9]1 |f:4.5|. Reported procedure: A solution of (3aR,8S,8aS)-rel-8-(2-fluoro-phenyl)-8-methyl-4,4-dioxo-3,3a,4,5,8,8a-hexahydro-1H-2-oxa-4λ6-thia-7-aza-azulen-6-ylamine (110 mg, 176 μmol) in trifluoroacetic acid (1.33 g, 11.7 mmol) was cooled to 0-5° C. Sulfuric acid (149 mg, 81.2 μl, 1.52 mmol), then nitric acid (12.1 mg, 8.01 μl, 192 μmol) was added slowly. The reaction mixture was stirred at 0° C. for 1 hour. In order to complete the reaction, another equivalent of nitric acid (12.1 mg, 8.01 μl, 192 μmol) was added and stirri... Starting materials: COCCC(C(=O)OCC)(CC=C)C (ethyl 2-(2-methoxyethyl)-2-methylpent-4-enoate), B.C1CCOC1 (BH3.THF), CC(C)=CC (2-methyl-2-butene), P(=O)([O-])([O-])[O-] (phosphate), OO (H2O2). Solvent: C1CCOC1 (THF), [Cl-].[Na+].O (brine), C1CCOC1 (THF). Conditions: time 1 hour. Yields the product OCCCC(C(=O)OCC)(C)CCOC (Ethyl 5-hydroxy-2-(2-methoxyethyl)-2-methylpentanoate). Isolated yield 39.0%. Reaction SMILES: B.C1C[O:5]CC1.CC(=CC)C.[CH3:12][O:13][CH2:14][CH2:15][C:16]([CH3:25])([CH2:22][CH:23]=[CH2:24])[C:17]([O:19][CH2:20][CH3:21])=[O:18].P([O-])([O-])([O-])=O.OO>C1COCC1.[Cl-].[Na+].O>[OH:5][CH2:24][CH2:23][CH2:22][C:16]([CH2:15][CH2:14][O:13][CH3:12])([CH3:25])[C:17]([O:19][CH2:20][CH3:21])=[O:18] |f:0.1,7.8.9|. Procedure details: BH3.THF (1 M in THF, 16.5 ml, 1.1 eq.) was added dropwise to a stirred solution of 2-methyl-2-butene (1.75 ml, 1.1 eq.) in dry THF (15 ml) at 0° C. An hour later, a cold solution of ethyl 2-(2-methoxyethyl)-2-methylpent-4-enoate (3.00 g, 1 eq.) in THF (15 ml) was rapidly added. After the reaction mixture had been stirred at room temperature for 1 h, it was quenched with MeOH at 0° C., and then buffer (pH 7, 0.5 M phosphate solution, 18 ml) and H2O2 (30% in water, 18.4 ml, 12 eq.) were added. The...